The task is: describe an organic reaction: reactants, conditions, products, and yield. This data is from the Open Reaction Database (ORD), a public repository of structured organic reaction records. Starting materials: COc1ccc(C2OC2c2ccc(OC)c(OC)c2)cc1OC, COC(CN)OC, CCC(C)O, ClCCl. The product is COc1ccc(C(O)C(NCC(OC)OC)c2ccc(OC)c(OC)c2)cc1OC. Reaction SMILES: [CH3:1][O:2][c:3]1[cH:4][c:5]([CH:11]2[CH:12]([c:13]3[cH:14][c:15]([O:21][CH3:22])[c:16]([O:19][CH3:20])[cH:17][cH:18]3)[O:23]2)[cH:6][cH:7][c:8]1[O:9][CH3:10].[CH3:24][O:25][CH:26]([CH2:27][NH2:28])[O:29][CH3:30].[CH3:34][CH:35]([OH:36])[CH2:37][CH3:38].[Cl:31][CH2:32][Cl:33]>>[CH3:1][O:2][c:3]1[cH:4][c:5]([CH:11]([CH:12]([c:13]2[cH:14][c:15]([O:21][CH3:22])[c:16]([O:19][CH3:20])[cH:17][cH:18]2)[OH:23])[NH:28][CH2:27][CH:26]([O:25][CH3:24])[O:29][CH3:30])[cH:6][cH:7][c:8]1[O:9][CH3:10]. Starting materials: CC(C)(C)c1cc(Br)c(O)c(C(C)(C)C)c1, CCCI, CCCCCC, [H-], [Na+], CN(C)C=O. Product: CCCOc1c(Br)cc(C(C)(C)C)cc1C(C)(C)C. As a reaction SMILES: [Br:1][c:2]1[c:3]([OH:16])[c:4]([C:12]([CH3:13])([CH3:14])[CH3:15])[cH:5][c:6]([C:8]([CH3:9])([CH3:10])[CH3:11])[cH:7]1.[CH2:19]([CH2:20][CH3:21])[I:22].[CH3:28][CH2:29][CH2:30][CH2:31][CH2:32][CH3:33].[H-:17].[Na+:18].[O:23]=[CH:24][N:25]([CH3:26])[CH3:27]>>[Br:1][c:2]1[c:3]([O:16][CH2:19][CH2:20][CH3:21])[c:4]([C:12]([CH3:13])([CH3:14])[CH3:15])[cH:5][c:6]([C:8]([CH3:9])([CH3:10])[CH3:11])[cH:7]1. As a reaction SMILES: [Br:6][c:7]1[s:8][cH:9][cH:10][n:11]1.[CH2:1]([Li:2])[CH2:3][CH2:4][CH3:5].[CH3:12][O:13][N:14]([C:15]([CH2:16][c:17]1[cH:18][cH:19][cH:20][cH:21][cH:22]1)=[O:23])[CH3:24].[O:25]1[CH2:26][CH2:27][CH2:28][CH2:29]1>>[c:7]1([C:15]([CH2:16][c:17]2[cH:18][cH:19][cH:20][cH:21][cH:22]2)=[O:23])[s:8][cH:9][cH:10][n:11]1. The reactants are Brc1nccs1, [Li]CCCC, CON(C)C(=O)Cc1ccccc1, C1CCOC1. Product: O=C(Cc1ccccc1)c1nccs1. Starting materials: [Na] (sodium), OC1=C(CN(C2CCCCCCC2)C)C=C(C=C1Cl)C (2-hydroxy-3-chloro-5-methyl-N-methyl-N-cyclooctylbenzylamine), CC[O-].[Na+] (sodium ethylate solution), C(C)OS(=O)(=O)C1=CC=CC=C1 (benzenesulfonic acid ethyl ester). The solvent is C(C)O (ethanol), CCOCC (ether), C(C)O (ethanol). Run at time 5 hour. Yields the product Cl.C(C)OC1=C(CN(C2CCCCCCC2)C)C=C(C=C1Cl)C (2-ethoxy-3-chloro-5-methyl-N-methyl-N-cyclooctyl-benzylamine-hydrochloride). Reaction SMILES: [OH:1][C:2]1[C:18]([Cl:19])=[CH:17][C:16]([CH3:20])=[CH:15][C:3]=1[CH2:4][N:5]([CH3:14])[CH:6]1[CH2:13][CH2:12][CH2:11][CH2:10][CH2:9][CH2:8][CH2:7]1.[CH3:21][CH2:22][O-].[Na+].[Na].C(OS(C1C=CC=CC=1)(=O)=O)C>C(O)C.CCOCC>[ClH:19].[CH2:21]([O:1][C:2]1[C:18]([Cl:19])=[CH:17][C:16]([CH3:20])=[CH:15][C:3]=1[CH2:4][N:5]([CH3:14])[CH:6]1[CH2:13][CH2:12][CH2:11][CH2:10][CH2:9][CH2:8][CH2:7]1)[CH3:22] |f:1.2,7.8,^1:24|. Procedure details: 7.4 g of 2-hydroxy-3-chloro-5-methyl-N-methyl-N-cyclooctylbenzylamine were dissolved in 40 ml of hot absolute ethanol and added to a sodium ethylate solution that had been prepared from 0.6 g of sodium in 25 ml of absolute ethanol. After addition of 4.5 g of benzenesulfonic acid ethyl ester, the whole was stirred for 5 hours under reflux, concentrated, the residue was dissolved in 50 ml of 5% sodium hydroxide solution, extracted with ether and the organic phase was dried over sodium sulfate. The... Starting materials: Clc1ccc(-c2cn3c(n2)sc2ccccc23)cc1, O, O=[N+]([O-])O. Yields the product O=[N+]([O-])c1c(-c2ccc(Cl)cc2)nc2sc3ccccc3n12. Reaction SMILES: [Cl:5][c:6]1[cH:7][cH:8][c:9](-[c:12]2[n:13][c:14]3[s:15][c:16]4[c:17]([n:18]3[cH:19]2)[cH:20][cH:21][cH:22][cH:23]4)[cH:10][cH:11]1.[OH2:24].[OH:1][N+:2]([O-:3])=[O:4]>>[O-:1][N+:2](=[O:4])[c:19]1[c:12](-[c:9]2[cH:8][cH:7][c:6]([Cl:5])[cH:11][cH:10]2)[n:13][c:14]2[s:15][c:16]3[c:17]([n:18]21)[cH:20][cH:21][cH:22][cH:23]3.